This data is from the Open Reaction Database (ORD), a public repository of structured organic reaction records. The task is: describe an organic reaction: reactants, conditions, products, and yield Starting materials: CCOC(=O)c1ccc(-c2c(F)c(OC)cc(OC)c2F)c2nccnc12, C[Al](C)C, CO, ClCCl, ClCCl, [Na+], O=C([O-])O, Nc1ccc(Cn2ccnc2)cn1. Yields the product COc1cc(OC)c(F)c(-c2ccc(C(=O)Nc3ccc(Cn4ccnc4)cn3)c3nccnc23)c1F. Reaction SMILES: [CH2:1]([O:3][C:4](=[O:2])[c:6]1[c:7]2[n:8][cH:9][cH:10][n:11][c:12]2[c:13](-[c:16]2[c:17]([F:27])[c:18]([O:25][CH3:26])[cH:19][c:20]([O:23][CH3:24])[c:21]2[F:22])[cH:14][cH:15]1)[CH3:5].[CH3:41][Al:42]([CH3:43])[CH3:44].[CH3:53][OH:54].[Cl:50][CH2:51][Cl:52].[Cl:55][CH2:56][Cl:57].[Na+:49].[O-:45][C:46]([OH:47])=[O:48].[n:28]1([CH2:33][c:34]2[cH:35][cH:36][c:37]([NH2:40])[n:38][cH:39]2)[cH:29][n:30][cH:31][cH:32]1>>[O:3]=[C:4]([c:6]1[c:7]2[n:8][cH:9][cH:10][n:11][c:12]2[c:13](-[c:16]2[c:17]([F:27])[c:18]([O:25][CH3:26])[cH:19][c:20]([O:23][CH3:24])[c:21]2[F:22])[cH:14][cH:15]1)[NH:40][c:37]1[cH:36][cH:35][c:34]([CH2:33][n:28]2[cH:29][n:30][cH:31][cH:32]2)[cH:39][n:38]1. Conditions: temperature 80 celsius, time 75 minute. Run in CN(C)C=O (DMF), CN(C)C=O (DMF). Isolated yield 83.2%. The reactants are ClC1=CC(=NC=N1)OC1=C(C=CC=C1)/C(/C(=O)OC)=C\OC (methyl (E)-2-{2-[6-chloropyrimidin-4-yloxy]phenyl}-3-methoxyacrylate), C1CN2CCN1CC2 (DABCO), C([O-])([O-])=O.[K+].[K+] (potassium carbonate). As a reaction SMILES: Cl[C:2]1[N:7]=[CH:6][N:5]=[C:4]([O:8][C:9]2[CH:14]=[CH:13][CH:12]=[CH:11][C:10]=2/[C:15](=[CH:20]\[O:21][CH3:22])/[C:16]([O:18][CH3:19])=[O:17])[CH:3]=1.[C:23](=[O:26])([O-])[O-].[K+].[K+].C1N2[CH2:35][CH2:36][N:31](CC2)C1>CN(C=O)C>[C:36]([C:35]1[CH:11]=[CH:10][CH:9]=[CH:14][C:23]=1[O:26][C:2]1[N:7]=[CH:6][N:5]=[C:4]([O:8][C:9]2[CH:14]=[CH:13][CH:12]=[CH:11][C:10]=2/[C:15](=[CH:20]\[O:21][CH3:22])/[C:16]([O:18][CH3:19])=[O:17])[CH:3]=1)#[N:31] |f:1.2.3|. Reported procedure: To a solution of methyl (E)-2-{2-[6-chloropyrimidin-4-yloxy]phenyl}-3-methoxyacrylate (96.2 g; prepared as described in WO 92/08703) in DMF (approximately 100 g) was added a DMF solution of 2-cyanophenyl (78.5 g at 50% w/w 2-cyanophenyl) followed by potassium carbonate (63.5 g) and DABCO (0.34 g). The mixture was heated to 80° C. and held for 75 minutes. The DMF was removed by vacuum distillation to a final temperature of 100° C. Toluene (165.8 g) was charged to the distillation residues and the... Yields the product C(#N)C1=C(OC2=CC(=NC=N2)OC2=C(C=CC=C2)/C(/C(=O)OC)=C\OC)C=CC=C1 (methyl (E)-2-{2-[6-(2-cyano-phenoxy)pyrimidin-4-yloxy]phenyl}-3-methoxyacrylate). Starting materials: O=C(Cl)c1ccccc1, O, CC12CCC3C4CCC(=O)C=C4CCC3C1C(O)CC2=O, c1ccncc1. Product: CC12CCC3C4CCC(=O)C=C4CCC3C1C(OC(=O)c1ccccc1)CC2=O. Reaction SMILES: [C:22]([c:23]1[cH:24][cH:25][cH:26][cH:27][cH:28]1)(=[O:29])[Cl:30].[OH2:31].[OH:1][CH:2]1[CH2:3][C:4](=[O:21])[C:5]2([CH3:6])[CH:7]1[CH:8]1[CH2:9][CH2:10][C:11]3=[CH:12][C:13](=[O:20])[CH2:14][CH2:15][CH:16]3[CH:17]1[CH2:18][CH2:19]2.[cH:32]1[cH:33][cH:34][n:35][cH:36][cH:37]1>>[O:1]([CH:2]1[CH2:3][C:4](=[O:21])[C:5]2([CH3:6])[CH:7]1[CH:8]1[CH2:9][CH2:10][C:11]3=[CH:12][C:13](=[O:20])[CH2:14][CH2:15][CH:16]3[CH:17]1[CH2:18][CH2:19]2)[C:22]([c:23]1[cH:24][cH:25][cH:26][cH:27][cH:28]1)=[O:29]. The reactants are CN(C(=O)OC(C)(C)C)C1CCC(C=C(Br)Br)CC1, CN(C)C(=O)Cl. Product: CN(C)C(=O)C#CC1CCC(N(C)C(=O)OC(C)(C)C)CC1. As a reaction SMILES: [C:1]([CH3:2])([CH3:3])([CH3:4])[O:5][C:6]([N:7]([CH3:8])[CH:9]1[CH2:10][CH2:11][CH:12]([CH:15]=[C:16]([Br:17])[Br:18])[CH2:13][CH2:14]1)=[O:19].[CH3:20][N:21]([C:22](=[O:23])[Cl:24])[CH3:25]>>[C:1]([CH3:2])([CH3:3])([CH3:4])[O:5][C:6]([N:7]([CH3:8])[CH:9]1[CH2:10][CH2:11][CH:12]([C:15]#[C:16][C:22]([N:21]([CH3:20])[CH3:25])=[O:23])[CH2:13][CH2:14]1)=[O:19]. Starting materials: C1(CCCC1)N1[C@@H](C(N(C=2C=NC(=NC12)C1=C(C=NC=C1)CNC(OC(C)(C)C)=O)C)=O)CC ((R)-tert-butyl (4-(8-cyclopentyl-7-ethyl-5-methyl-6-oxo-5,6,7,8-tetrahydropteridin-2-yl)pyridin-3-yl)methylcarbamate), C(=O)(C(F)(F)F)O (TFA). Yields the product NCC=1C=NC=CC1C1=NC=2N([C@@H](C(N(C2C=N1)C)=O)CC)C1CCCC1 ((R)-2-(3-(aminomethyl)pyridin-4-yl)-8-cyclopentyl-7-ethyl-5-methyl-7,8-dihydropteridin-6(5H)-one). Reaction SMILES: [CH:1]1([N:6]2[C:15]3[N:14]=[C:13]([C:16]4[CH:21]=[CH:20][N:19]=[CH:18][C:17]=4[CH2:22][NH:23]C(=O)OC(C)(C)C)[N:12]=[CH:11][C:10]=3[N:9]([CH3:31])[C:8](=[O:32])[C@H:7]2[CH2:33][CH3:34])[CH2:5][CH2:4][CH2:3][CH2:2]1.C(O)(C(F)(F)F)=O>>[NH2:23][CH2:22][C:17]1[CH:18]=[N:19][CH:20]=[CH:21][C:16]=1[C:13]1[N:12]=[CH:11][C:10]2[N:9]([CH3:31])[C:8](=[O:32])[C@@H:7]([CH2:33][CH3:34])[N:6]([CH:1]3[CH2:5][CH2:4][CH2:3][CH2:2]3)[C:15]=2[N:14]=1. Reported procedure: The title compound was prepared similarly to the methods described in Example 91, with (R)-tert-butyl (4-(8-cyclopentyl-7-ethyl-5-methyl-6-oxo-5,6,7,8-tetrahydropteridin-2-yl)pyridin-3-yl)methylcarbamate (Example 106) instead of (R)-tert-butyl 4-(8-cyclopentyl-7-ethyl-5-methyl-6-oxo-5,6,7,8-tetrahydropteridin-2-yl)pyridin-3-ylcarbamate (Example 92). LCMS (0.05% TFA): 367.3 m/z (M+H)+; 1H-NMR (CDCl3, 500 MHz): δ: 9.35 (bs, 2H), 8.73 (bs, 2H), 8.02 (s, 1H), 7.99 (s, 1H), 4.41 (m, 1H), 4.35 (m, 1H)... The reactants are C(C1=CC=CC=C1)OC(=O)N[C@H]([C@@H]1C[C@H](C(=O)O1)C(C)C)CC1CCCCC1 ((2S,4S,5S)-5-benzyloxycarbonylamino-6-cyclohexyl-2-isopropyl-4-hexanolide), [Cl-].[Cl-].[Ca+2] (CaCl2), complex m, N (NH3), [BH4-].[Na+] (NaBH4). The solvent is C(C)OCC (diethyl ether), C(C)O (ethanol), C1CCOC1 (THF), C(Cl)(Cl)Cl (CHCl3). Reaction conditions: temperature 0 celsius, time 1 hour. Product: C(C1=CC=CC=C1)OC(=O)N[C@@H](CC1CCCCC1)[C@H](C[C@H](CO)C(C)C)O ((2S,3S, 5S)-2-Benzyloxycarbonylamino-1-cyclohexyl-3,6-dihydroxy-5-isopropylhexane). Reaction SMILES: [CH2:1]([O:8][C:9]([NH:11][C@@H:12]([CH2:22][CH:23]1[CH2:28][CH2:27][CH2:26][CH2:25][CH2:24]1)[C@H:13]1[O:18][C:16](=[O:17])[C@H:15]([CH:19]([CH3:21])[CH3:20])[CH2:14]1)=[O:10])[C:2]1[CH:7]=[CH:6][CH:5]=[CH:4][CH:3]=1.[Cl-].[Cl-].[Ca+2].[BH4-].[Na+].N>C(O)C.C1COCC1.C(OCC)C.C(Cl)(Cl)Cl>[CH2:1]([O:8][C:9]([NH:11][C@H:12]([C@@H:13]([OH:18])[CH2:14][C@@H:15]([CH:19]([CH3:20])[CH3:21])[CH2:16][OH:17])[CH2:22][CH:23]1[CH2:24][CH2:25][CH2:26][CH2:27][CH2:28]1)=[O:10])[C:2]1[CH:3]=[CH:4][CH:5]=[CH:6][CH:7]=1 |f:1.2.3,4.5|. Procedure details: To (2S,4S,5S)-5-benzyloxycarbonylamino-6-cyclohexyl-2-isopropyl-4-hexanolide(J. Med. Chem. 31, 1839-46 (1988), 3.88 g, 10.0 mmol) and CaCl2 (2.22 g, 20.0 mmol) dissolved in a mixture of 60 mL ethanol and 60 mL THF and cooled to 0° C. was added portionwise NaBH4 (1.5 g, 40.0 mmol) resulting in vigorous gas evolution and an exotherm. The resulting solution was stirred at 0° C. for 1 hour and then at ambient temperature for 1 hour, diluted with 100 mL of diethyl ether and filtered through a plug of...